This data is from the Open Reaction Database (ORD), a public repository of structured organic reaction records. The task is: describe an organic reaction: reactants, conditions, products, and yield Reactants: COC1=CC=C(C=O)C=C1 (4-methoxybenzaldehyde), C(C)(=O)O[BH-](OC(C)=O)OC(C)=O.[Na+] (sodium triacetoxyborohydride), C(C)(=O)O[BH-](OC(C)=O)OC(C)=O.[Na+] (sodium triacetoxyborohydride), NC1=C(C(=O)OC)C=C(C(=C1)OC(C)C)OC (methyl 2-amino-4-isopropoxy-5-methoxybenzoate), COC1=CC=C(C=O)C=C1 (4-methoxybenzaldehyde), CN(C=O)C (N,N-dimethylformamide). Run in C(C)(=O)O (acetic acid). Reaction conditions: time 8 hour. Yields the product C(C)(C)OC1=CC(=C(C(=O)OC)C=C1OC)NCC1=CC=C(C=C1)OC (methyl 4-isopropoxy-5-methoxy-2-(4-methoxybenzyl)aminobenzoate). Isolated yield 99.3%. As a reaction SMILES: [NH2:1][C:2]1[CH:11]=[C:10]([O:12][CH:13]([CH3:15])[CH3:14])[C:9]([O:16][CH3:17])=[CH:8][C:3]=1[C:4]([O:6][CH3:7])=[O:5].[CH3:18][O:19][C:20]1[CH:27]=[CH:26][C:23]([CH:24]=O)=[CH:22][CH:21]=1.CN(C)C=O.C(O[BH-](OC(=O)C)OC(=O)C)(=O)C.[Na+]>C(O)(=O)C>[CH:13]([O:12][C:10]1[C:9]([O:16][CH3:17])=[CH:8][C:3]([C:4]([O:6][CH3:7])=[O:5])=[C:2]([NH:1][CH2:24][C:23]2[CH:26]=[CH:27][C:20]([O:19][CH3:18])=[CH:21][CH:22]=2)[CH:11]=1)([CH3:14])[CH3:15] |f:3.4|. Procedure details: A mixture of methyl 2-amino-4-isopropoxy-5-methoxybenzoate (12.67 g), 4-methoxybenzaldehyde (7.90 g), N,N-dimethylformamide (150 ml) and acetic acid (3 ml) was stirred for 8 hours. After stirring, the sodium triacetoxyborohydride (13.4 g) was added thereto. The reaction mixture was stirred for 1 night. To the reaction mixture was added 4-methoxybenzaldehyde (1.98 g) and sodium triacetoxyborohydride (3.35 g) and stirred for 1 day. The reaction mixture was concentrated under reduced pressure until... The reactants are CCOCCS(=O)(=O)c1ccc(C(=CC2CCOCC2)c2cc3cc(F)cnc3[nH]2)cc1, CO. Product: CCOCCS(=O)(=O)c1ccc(C(CC2CCOCC2)c2cc3cc(F)cnc3[nH]2)cc1. Reaction SMILES: [CH2:1]([CH3:2])[O:3][CH2:4][CH2:5][S:6](=[O:7])(=[O:8])[c:9]1[cH:10][cH:11][c:12]([C:15](=[CH:16][CH:17]2[CH2:18][CH2:19][O:20][CH2:21][CH2:22]2)[c:23]2[cH:24][c:25]3[c:26]([n:27][cH:28][c:29]([F:31])[cH:30]3)[nH:32]2)[cH:13][cH:14]1.[CH3:33][OH:34]>>[CH2:1]([CH3:2])[O:3][CH2:4][CH2:5][S:6](=[O:7])(=[O:8])[c:9]1[cH:10][cH:11][c:12]([CH:15]([CH2:16][CH:17]2[CH2:18][CH2:19][O:20][CH2:21][CH2:22]2)[c:23]2[cH:24][c:25]3[c:26]([n:27][cH:28][c:29]([F:31])[cH:30]3)[nH:32]2)[cH:13][cH:14]1. Starting materials: COCCOCCBr, O=C([O-])[O-], [I-], [K+], [K+], [K+], CN(C)C=O, COc1ccc(CN2C(=O)c3cccc(O)c3C2=O)cc1. Product: COCCOCCOc1cccc2c1C(=O)N(Cc1ccc(OC)cc1)C2=O. RXN SMILES: [Br:1][CH2:2][CH2:3][O:4][CH2:5][CH2:6][O:7][CH3:8].[C:30](=[O:31])([O-:32])[O-:33].[I-:37].[K+:34].[K+:35].[K+:36].[O:38]=[CH:39][N:40]([CH3:41])[CH3:42].[OH:9][c:10]1[c:11]2[c:15]([cH:16][cH:17][cH:18]1)[C:14](=[O:19])[N:13]([CH2:20][c:21]1[cH:22][cH:23][c:24]([O:27][CH3:28])[cH:25][cH:26]1)[C:12]2=[O:29]>>[CH2:2]([CH2:3][O:4][CH2:5][CH2:6][O:7][CH3:8])[O:9][c:10]1[c:11]2[c:15]([cH:16][cH:17][cH:18]1)[C:14](=[O:19])[N:13]([CH2:20][c:21]1[cH:22][cH:23][c:24]([O:27][CH3:28])[cH:25][cH:26]1)[C:12]2=[O:29]. The reactants are COC(=O)c1ccc(OC)c([N+](=O)[O-])n1, NC1CCCCC1, CN(C)C=O. Yields the product COC(=O)c1ccc(NC2CCCCC2)c([N+](=O)[O-])n1. RXN SMILES: [CH3:1][O:2][C:3](=[O:4])[c:5]1[n:6][c:7]([N+:13](=[O:14])[O-:15])[c:8]([O:11][CH3:12])[cH:9][cH:10]1.[NH2:16][CH:17]1[CH2:18][CH2:19][CH2:20][CH2:21][CH2:22]1.[O:23]=[CH:24][N:25]([CH3:26])[CH3:27]>>[CH3:1][O:2][C:3](=[O:4])[c:5]1[n:6][c:7]([N+:13](=[O:14])[O-:15])[c:8]([NH:16][CH:17]2[CH2:18][CH2:19][CH2:20][CH2:21][CH2:22]2)[cH:9][cH:10]1. Reactants: C(C1=CC=CC=C1)OC=1C=C(C=CC1)C(C)=O (1-(3-Benzyloxyphenyl)ethanone), C(OCC)(OCC)=O (diethyl carbonate), ice water, C(C)(=O)O (acetic acid), [H-].[Na+] (sodium hydride). Reaction conditions: temperature 60 celsius, time 3 hour. Product: C(C)OC(CC(=O)C1=CC(=CC=C1)OCC1=CC=CC=C1)=O (3-(3-benzyloxyphenyl)-3-oxopropionate ethyl ester). Yield: 84.0%. Reaction SMILES: [CH2:1]([O:8][C:9]1[CH:10]=[C:11]([C:15](=[O:17])[CH3:16])[CH:12]=[CH:13][CH:14]=1)[C:2]1[CH:7]=[CH:6][CH:5]=[CH:4][CH:3]=1.[H-].[Na+].C(O)(=O)C.[C:24](=O)([O:28]CC)[O:25][CH2:26][CH3:27]>>[CH2:26]([O:25][C:24](=[O:28])[CH2:16][C:15]([C:11]1[CH:12]=[CH:13][CH:14]=[C:9]([O:8][CH2:1][C:2]2[CH:3]=[CH:4][CH:5]=[CH:6][CH:7]=2)[CH:10]=1)=[O:17])[CH3:27] |f:1.2|. Procedure details: 1-(3-Benzyloxyphenyl)ethanone (218 g, 966.10 mmol) was dissolved in diethyl carbonate and sodium hydride (60% oil) (46.37 g, 1.15 mmol) was slowly added thereto at 0° C., and then stirred for 3 hours at 60° C. After the reaction was completed, ice water and acetic acid were added to the reaction mixture, extracted with ethyl acetate/saturated sodium chloride, the organic layer was separated, and dried over anhydrous magnesium sulfate. The solvent was removed under a reduced pressure and the resu... Reactants: BrC1=CC2=CC=C(C=C2C=C1)OC (2-bromo-6-methoxynaphthalene), [Mg] (magnesium), C(C)(=O)O (acetic acid), II (iodine). Run in O1CCCC1 (tetrahydrofuran), O1CCCC1 (THF), CN(C)C=O (DMF). Yields the product COC=1C=C2C=CC(=CC2=CC1)C=O (6-methoxy-2-naphthaldehyde). As a reaction SMILES: Br[C:2]1[CH:11]=[CH:10][C:9]2[C:4](=[CH:5][CH:6]=[C:7]([O:12][CH3:13])[CH:8]=2)[CH:3]=1.[Mg].II.[C:17](O)(=[O:19])C>O1CCCC1.CN(C=O)C>[CH3:13][O:12][C:7]1[CH:8]=[C:9]2[C:4](=[CH:5][CH:6]=1)[CH:3]=[C:2]([CH:17]=[O:19])[CH:11]=[CH:10]2. Procedure details: To a reactor equipped with a stirrer are charged 10 grams of 2-bromo-6-methoxynaphthalene prepared as in Example 7 hereof, 1.05 grams of magnesium and 35 mL of tetrahydrofuran (THF). The reaction is initiated by addition of a crystal of iodine. After one hour of heating at reflux with stirring, 10 mL of DMF mixed with 10 mL of THF is added and the mixture is again refluxed with stirring for 1.5 hours. The reaction mixture is hydrolyzed by addition of dilute acetic acid and a precipitate of crude... Reactants: FC1=C(C=CC(=C1)F)C(C(SCCOC)(F)F)(CN1N=CN=C1)O (2-(2,4-difluorophenyl)-1,1-difluoro-1-[(2-methoxyethyl)thio]-3-(1H-1,2,4-triazol-1-yl)-2-propanol), C(C)I (ethyl iodide), FC1=C(C=CC(=C1)F)C(C(SCCO)(F)F)(CN1N=CN=C1)O (2-(2,4-difluorophenyl)-1,1-difluoro-1-[(2-hydroxyethyl)thio]-3-(1H-1,2,4-triazol-1-yl)-2-propanol), CI (methyl iodide). The product is FC1=C(C=CC(=C1)F)C(C(F)(F)SCCO)(CN1N=CN=C1)OCC (2-{[2-(2,4-difluorophenyl)-2-ethoxy-1,1-difluoro-3-(1H-1,2,4-triazol-1-yl)propyl]thio}-1-ethanol). As a reaction SMILES: [F:1][C:2]1[CH:7]=[C:6]([F:8])[CH:5]=[CH:4][C:3]=1[C:9]([OH:24])([CH2:18][N:19]1[CH:23]=[N:22][CH:21]=[N:20]1)[C:10]([F:17])([F:16])[S:11][CH2:12][CH2:13][O:14]C.F[C:26]1C=C(F)C=C[C:27]=1C(O)(CN1C=NC=N1)C(F)(F)SCCO.CI.C(I)C>>[F:1][C:2]1[CH:7]=[C:6]([F:8])[CH:5]=[CH:4][C:3]=1[C:9]([O:24][CH2:26][CH3:27])([CH2:18][N:19]1[CH:23]=[N:22][CH:21]=[N:20]1)[C:10]([S:11][CH2:12][CH2:13][OH:14])([F:17])[F:16]. Procedure details: In a similar manner to Example 1 except that 2-(2,4-difluorophenyl)-1,1-difluoro-1-[(2-methoxyethyl)thio]-3-(1H-1,2,4-triazol-1-yl)-2-propanol was replaced with 2-(2,4-difluorophenyl)-1,1-difluoro-1-[(2-hydroxyethyl)thio]-3-(1H-1,2,4-triazol-1-yl)-2-propanol and methyl iodide was replaced with ethyl iodide, the experiment was carried out, whereby 2-{[2-(2,4-difluorophenyl)-2-ethoxy-1,1-difluoro-3-(1H-1,2,4-triazol-1-yl)propyl]thio}-1-ethanol was obtained as a colorless oil.